This data is from the Open Reaction Database (ORD), a public repository of structured organic reaction records. The task is: describe an organic reaction: reactants, conditions, products, and yield Reactants: CC(=O)O[BH-](OC(C)=O)OC(C)=O, CC(=O)O, CCOC(=O)C1NCCc2ccccc21, O=Cc1ccccc1, Cl, [Na+], [Na+], [OH-]. Yields the product CCOC(=O)C1c2ccccc2CCN1Cc1ccccc1. Reaction SMILES: [C:1]([O:2][BH-:3]([O:4][C:5](=[O:6])[CH3:7])[O:8][C:9](=[O:10])[CH3:11])(=[O:12])[CH3:13].[CH3:41][C:42](=[O:43])[OH:44].[CH:16]1([C:26](=[O:27])[O:28][CH2:29][CH3:30])[NH:17][CH2:18][CH2:19][c:20]2[cH:21][cH:22][cH:23][cH:24][c:25]21.[CH:31](=[O:32])[c:33]1[cH:34][cH:35][cH:36][cH:37][cH:38]1.[ClH:15].[Na+:14].[Na+:40].[OH-:39]>>[CH:16]1([C:26](=[O:27])[O:28][CH2:29][CH3:30])[N:17]([CH2:31][c:33]2[cH:34][cH:35][cH:36][cH:37][cH:38]2)[CH2:18][CH2:19][c:20]2[cH:21][cH:22][cH:23][cH:24][c:25]21. The reactants are O[C@@H]1[C@@H](C=CC1)NC=1C=2N=CN([C@H]3[C@H](O)[C@H](O)[C@@H](CO)O3)C2N=CN1 (N-(cis-2-hydroxycyclopent-4-enyl)adenosine), [H][H] (hydrogen). The reagents and catalysts are [Pt] (platinum on charcoal). Run in C(C)O (ethanol). Yields the product O[C@@H]1[C@@H](CCC1)NC=1C=2N=CN([C@H]3[C@H](O)[C@H](O)[C@@H](CO)O3)C2N=CN1 (N-(cis-2-Hydroxycyclopentyl)adenosine). The yield is 74.6%. Reaction SMILES: [OH:1][C@H:2]1[CH2:6][CH:5]=[CH:4][C@H:3]1[NH:7][C:8]1[C:9]2[N:10]=[CH:11][N:12]([C:22]=2[N:23]=[CH:24][N:25]=1)[C@@H:13]1[O:21][C@H:18]([CH2:19][OH:20])[C@@H:16]([OH:17])[C@H:14]1[OH:15].[H][H]>[Pt].C(O)C>[OH:1][C@H:2]1[CH2:6][CH2:5][CH2:4][C@H:3]1[NH:7][C:8]1[C:9]2[N:10]=[CH:11][N:12]([C:22]=2[N:23]=[CH:24][N:25]=1)[C@@H:13]1[O:21][C@H:18]([CH2:19][OH:20])[C@@H:16]([OH:17])[C@H:14]1[OH:15]. Reported procedure: A mixture of N-(cis-2-hydroxycyclopent-4-enyl)adenosine (1.6 g), 5% platinum on charcoal (0.3 g) and ethanol (80 ml) was stirred in the presence of hydrogen for 20 h. The resulting mixture was filtered and the filtrate was evaporated. The residue was dissolved in methanol (50 ml) and the solution was evaporated to yield the title compound (1.2 g) as a foam. Reactants: O[C@H]1C[C@H]([C@H](CC1)NC(OCC1=CC=CC=C1)=O)COC(C1=CC=CC=C1)(C1=CC=CC=C1)C1=CC=CC=C1 (benzyl (1S,2R,4R)-4-hydroxy-2-(trityloxymethyl)cyclohexylcarbamate), CI (MeI), Ag2O. Solvent: CN(C)C=O (DMF). Product: CO[C@H]1C[C@H]([C@H](CC1)NC(OCC1=CC=CC=C1)=O)COC(C1=CC=CC=C1)(C1=CC=CC=C1)C1=CC=CC=C1 (benzyl (1S,2R,4R)-4-methoxy-2-(trityloxymethyl)cyclohexylcarbamate). Yield: 49.1%. RXN SMILES: [OH:1][C@@H:2]1[CH2:7][CH2:6][C@H:5]([NH:8][C:9](=[O:18])[O:10][CH2:11][C:12]2[CH:17]=[CH:16][CH:15]=[CH:14][CH:13]=2)[C@H:4]([CH2:19][O:20][C:21]([C:34]2[CH:39]=[CH:38][CH:37]=[CH:36][CH:35]=2)([C:28]2[CH:33]=[CH:32][CH:31]=[CH:30][CH:29]=2)[C:22]2[CH:27]=[CH:26][CH:25]=[CH:24][CH:23]=2)[CH2:3]1.[CH3:40]I>CN(C=O)C>[CH3:40][O:1][C@@H:2]1[CH2:7][CH2:6][C@H:5]([NH:8][C:9](=[O:18])[O:10][CH2:11][C:12]2[CH:17]=[CH:16][CH:15]=[CH:14][CH:13]=2)[C@H:4]([CH2:19][O:20][C:21]([C:28]2[CH:29]=[CH:30][CH:31]=[CH:32][CH:33]=2)([C:22]2[CH:23]=[CH:24][CH:25]=[CH:26][CH:27]=2)[C:34]2[CH:35]=[CH:36][CH:37]=[CH:38][CH:39]=2)[CH2:3]1. Procedure: A sample of benzyl (1S,2R,4R)-4-hydroxy-2-(trityloxymethyl)cyclohexylcarbamate (6.9 g, 13.24 mMol) was dissolved in a mixture of MeI (12.4 mL, 198.6 mMol) and anhydrous DMF (15 mL) prior to the addition of Ag2O (6.1 g, 26.48 mMol) in one portion under an argon flush. The reaction was set to stir at rt in the dark. After stirring for 30 hr (the reaction was incomplete), it was diluted with CH2Cl2 and filtered through Celite. Filtered and concentrated to a yellow oil and flash chromatographed to g... Reactants: O=C1CCC(=O)N1Br, Cc1ccc2[nH]nc3c4ccccc4c(=O)[nH]c1c23, CCOC(C)=O, CN(C)C=O. Product: Cc1cc(Br)c2[nH]nc3c4ccccc4c(=O)[nH]c1c23. Reaction SMILES: [Br:20][N:21]1[C:22](=[O:23])[CH2:24][CH2:25][C:26]1=[O:27].[CH3:1][c:2]1[c:3]2[c:4]3[c:5]([n:6][nH:7][c:8]3[cH:9][cH:10]1)[c:11]1[c:12]([c:13](=[O:15])[nH:14]2)[cH:16][cH:17][cH:18][cH:19]1.[CH3:28][CH2:29][O:30][C:31](=[O:32])[CH3:33].[CH3:34][N:35]([CH3:36])[CH:37]=[O:38]>>[CH3:1][c:2]1[c:3]2[c:4]3[c:5]([n:6][nH:7][c:8]3[c:9]([Br:20])[cH:10]1)[c:11]1[c:12]([c:13](=[O:15])[nH:14]2)[cH:16][cH:17][cH:18][cH:19]1.